Task: describe an organic reaction: reactants, conditions, products, and yield. Dataset: the Open Reaction Database (ORD), a public repository of structured organic reaction records Reactants: CC(=O)OCC(c1ccc(Cl)cc1Cl)S(=O)(=O)c1ccccc1, C1CCC2=NCCCN2CC1, C1CCOC1. Yields the product C=C(c1ccc(Cl)cc1Cl)S(=O)(=O)c1ccccc1. Reaction SMILES: [C:12]([O:13][CH2:16][CH:17]([S:18](=[O:19])(=[O:20])[c:21]1[cH:22][cH:23][cH:24][cH:25][cH:26]1)[c:27]1[c:28]([Cl:34])[cH:29][c:30]([Cl:33])[cH:31][cH:32]1)(=[O:14])[CH3:15].[CH2:1]1[CH2:2][CH2:3][C:4]2=[N:9][CH2:8][CH2:7][CH2:6][N:5]2[CH2:10][CH2:11]1.[CH2:35]1[O:36][CH2:37][CH2:38][CH2:39]1>>[CH2:16]=[C:17]([S:18](=[O:19])(=[O:20])[c:21]1[cH:22][cH:23][cH:24][cH:25][cH:26]1)[c:27]1[c:28]([Cl:34])[cH:29][c:30]([Cl:33])[cH:31][cH:32]1.